Task: describe an organic reaction: reactants, conditions, products, and yield. Dataset: the Open Reaction Database (ORD), a public repository of structured organic reaction records Reactants: [BH4-].[Na+] (Sodium borohydride), C(C)(=O)OCC(=O)C1=CC(=CC=C1)[N+](=O)[O-] (2-(3-Nitrophenyl)-2-oxoethyl acetate), O (water). Reaction SMILES: [C:1]([O:4][CH2:5][C:6]([C:8]1[CH:13]=[CH:12][CH:11]=[C:10]([N+:14]([O-:16])=[O:15])[CH:9]=1)=[O:7])(=[O:3])[CH3:2].[BH4-].[Na+].O>CO>[C:1]([O:4][CH2:5][CH:6]([OH:7])[C:8]1[CH:13]=[CH:12][CH:11]=[C:10]([N+:14]([O-:16])=[O:15])[CH:9]=1)(=[O:3])[CH3:2] |f:1.2|. The solvent is CO (MeOH). The product is C(C)(=O)OCC(C1=CC(=CC=C1)[N+](=O)[O-])O (2-Hydroxy-2-(3-nitrophenyl)ethyl acetate). Conditions: temperature 0 celsius, time 2 hour. Procedure: 2-(3-Nitrophenyl)-2-oxoethyl acetate (20 g) was dissolved in MeOH (200 mL) and cooled to 0° C. Sodium borohydride (6.78 g) was added pinch-wise to the reaction mixture and this was stirred for 2 hours at room temperature. The reaction was quenched by addition of acetone (10 mL) and the mixture concentrated to give a solid. The solid was treated with water (100 mL) and extracted with ethyl acetate (3×100 mL). The crude title compound obtained was used for next step without further purification (1... Reactants: Cl.C(C1=CC=CC=C1)N1CCC(CC1)(O)C1=CC=C(C=C1)Br (1-benzyl-4-(p-bromophenyl)-4-piperidinol hydrochloride), Cu2O, [NH4+].[OH-] (NH4OH). Reaction conditions: temperature 180 celsius, time 12 hour. The product is C1(=CC=CC=C1)CN1CCC(=CC1)C1=CC=C(C=C1)N (4-[1,2,3,6-tetrahydro-1-(phenylmethyl)-4-pyridinyl]benzenamine). Reaction SMILES: Cl.[CH2:2]([N:9]1[CH2:14][CH2:13][C:12]([C:16]2[CH:21]=[CH:20][C:19](Br)=[CH:18][CH:17]=2)(O)[CH2:11][CH2:10]1)[C:3]1[CH:8]=[CH:7][CH:6]=[CH:5][CH:4]=1.[NH4+:23].[OH-]>>[C:3]1([CH2:2][N:9]2[CH2:14][CH:13]=[C:12]([C:16]3[CH:21]=[CH:20][C:19]([NH2:23])=[CH:18][CH:17]=3)[CH2:11][CH2:10]2)[CH:8]=[CH:7][CH:6]=[CH:5][CH:4]=1 |f:0.1,2.3|. Procedure: A mixture of 1-benzyl-4-(p-bromophenyl)-4-piperidinol hydrochloride (0.23 mol) and Cu2O (2 g) in NH4OH (500 ml) was stirred at 180° C. for 12 hours. The mixture was cooled, extracted with DCM and washed with water. The organic layer was dried, filtered off and evaporated, yielding 60 g of 4-[1,2,3,6-tetrahydro-1-(phenylmethyl)-4-pyridinyl]benzenamine (intermediate 47). The reactants are C1(=CC=CC=C1)C(C)N1C2=CC=CC=C2OC=2C(=CC=CC12)C(=O)OC (methyl N-(α-phenylethyl)phenoxazine-4-carboxylate), CCCCCC.C(C)(=O)OCC (hexane ethyl acetate), Cl (hydrochloric acid). The reagents and catalysts are [Zn] (zinc). Run in C(C)(=O)O (acetic acid). Yields the product C1=CC=C(C=2OC3=CC=CC=C3NC12)C(=O)OC (methyl phenoxazine-4-carboxylate). Reaction SMILES: C1(C([N:9]2[C:22]3[CH:21]=[CH:20][CH:19]=[C:18]([C:23]([O:25][CH3:26])=[O:24])[C:17]=3[O:16][C:15]3[C:10]2=[CH:11][CH:12]=[CH:13][CH:14]=3)C)C=CC=CC=1.Cl.CCCCCC.C(OCC)(=O)C>C(O)(=O)C.[Zn]>[CH:21]1[C:22]2[NH:9][C:10]3[C:15](=[CH:14][CH:13]=[CH:12][CH:11]=3)[O:16][C:17]=2[C:18]([C:23]([O:25][CH3:26])=[O:24])=[CH:19][CH:20]=1 |f:2.3|. Procedure: To 1.25 g of methyl N-(α-phenylethyl)phenoxazine-4-carboxylate in 25 ml of glacial acetic acid was added 500 g of zinc dust with stirring. To this stirred mixture, concentrated hydrochloric acid (2 ml) was added dropwise over a 5 minutes period. At this time examination of the reaction mixture by TLC [silica gel, hexane:ethyl acetate (1:9)] showed that the starting material was consumed. The mixture was poured onto water, extracted with ethyl acetate, the extracted material was dried over sodium... Starting materials: C(C)(C)C=1C(=C(C=C(C1)C(C)C)B(O)O)OCC(F)F (3,5-diisopropyl-2-(2,2-difluoroethoxy) phenylboronic acid), 2-acetyl-7-trifluoromethanesulfonate benzo[b]furan, C([O-])([O-])=O.[Na+].[Na+] (sodium carbonate), C(C)O (ethanol), O (water). The reagents and catalysts are C=1C=CC(=CC1)[P](C=2C=CC=CC2)(C=3C=CC=CC3)[Pd]([P](C=4C=CC=CC4)(C=5C=CC=CC5)C=6C=CC=CC6)([P](C=7C=CC=CC7)(C=8C=CC=CC8)C=9C=CC=CC9)[P](C=1C=CC=CC1)(C=1C=CC=CC1)C=1C=CC=CC1 (Pd(PPh3)4). Run in C1(=CC=CC=C1)C (toluene). The product is C(C)(=O)C1=CC2=C(O1)C(=CC=C2)C2=C(C(=CC(=C2)C(C)C)C(C)C)OCC(F)F (2-acetyl-7-[3,5-diisopropyl-2-(2,2-difluoroethoxy)phenyl]-benzo[b]furan). RXN SMILES: [CH:1]([C:4]1[C:5]([O:16][CH2:17][CH:18]([F:20])[F:19])=[C:6](B(O)O)[CH:7]=[C:8]([CH:10]([CH3:12])[CH3:11])[CH:9]=1)([CH3:3])[CH3:2].[C:21](=[O:24])([O-])[O-].[Na+].[Na+].O.[CH2:28]([OH:30])[CH3:29]>C1(C)C=CC=CC=1.C1C=CC([P]([Pd]([P](C2C=CC=CC=2)(C2C=CC=CC=2)C2C=CC=CC=2)([P](C2C=CC=CC=2)(C2C=CC=CC=2)C2C=CC=CC=2)[P](C2C=CC=CC=2)(C2C=CC=CC=2)C2C=CC=CC=2)(C2C=CC=CC=2)C2C=CC=CC=2)=CC=1>[C:28]([C:21]1[O:24][C:2]2[C:1]([C:4]3[CH:9]=[C:8]([CH:10]([CH3:12])[CH3:11])[CH:7]=[C:6]([CH:6]([CH3:7])[CH3:5])[C:5]=3[O:16][CH2:17][CH:18]([F:20])[F:19])=[CH:3][CH:9]=[CH:4][C:1]=2[CH:2]=1)(=[O:30])[CH3:29] |f:1.2.3,^1:41,43,62,81|. Reported procedure: A mixture of 1.08 mmol of 3,5-diisopropyl-2-(2,2-difluoroethoxy) phenylboronic acid, 498 mg (1.62 mmol) of 2-acetyl-7-trifluoromethanesulfonate benzo[b]furan (see Example 4, step A) and 62 mg (0.05 mmol) of Pd(PPh3)4, 1 mL of 2N aqueous sodium carbonate in 9 mL of toluene and 4 mL ethanol was heated to reflux. After complexion (TLC), water was added and the solution was extracted with ethyl acetate. The organic layer is dried over MgSO4 and after evaporation of the solvents, the crude oil was pu... Reactants: C1(C(OBO1)(C)C)(C)C, c12c(oc(n1)C)cccc2. The reagents and catalysts are c1ccc(cc1)-c2c3ccccc3cc4ccccc24 (9-Phenylanthracene), c1(c2cc(ccn2)C(C)(C)C)cc(ccn1)C(C)(C)C (dtbbpy), [Ir-]12[Ir-]([O+]1C)[O+]2C.C1=CCCC=CCC1.C1=CCCC=CCC1 ([Ir(OMe)(COD)]2). The solvent is C1CCOC1 (THF). Reaction conditions: temperature 25 celsius, time 18 hour. The product is Cc1oc2c(cccc2n1)B3OC(C)(C)C(C)(C)O3. As a reaction SMILES: [CH3:1][c:2]1[n:10][c:9]([c:4]2[o:3]1)[cH:8][cH:7][cH:6][cH:5]2.[CH3:11][C:12]1([C:17]([CH3:19])([CH3:18])[O:16][BH:15][O:14]1)[CH3:13]>>[CH3:1][c:2]1[n:10][c:9]([c:4]2[o:3]1)[cH:8][cH:7][cH:6][c:5]2[B:15]3[O:16][C:17]([CH3:19])([CH3:18])[C:12]([CH3:13])([CH3:11])[O:14]3. Starting materials: CC(=O)N1c2ccc(N)cc2C(C)(c2ccccc2)CC1(C)C, CCN(C(C)C)C(C)C, C1CCOC1, O=C(Cl)c1ccc(-c2ccccc2)cc1. Yields the product CC(=O)N1c2ccc(NC(=O)c3ccc(-c4ccccc4)cc3)cc2C(C)(c2ccccc2)CC1(C)C. RXN SMILES: [C:1]([CH3:2])(=[O:3])[N:4]1[C:5]([CH3:22])([CH3:23])[CH2:6][C:7]([CH3:15])([c:16]2[cH:17][cH:18][cH:19][cH:20][cH:21]2)[c:8]2[cH:9][c:10]([NH2:14])[cH:11][cH:12][c:13]21.[CH:39]([N:40]([CH2:41][CH3:42])[CH:43]([CH3:44])[CH3:45])([CH3:46])[CH3:47].[O:48]1[CH2:49][CH2:50][CH2:51][CH2:52]1.[c:24]1(-[c:33]2[cH:34][cH:35][cH:36][cH:37][cH:38]2)[cH:25][cH:26][c:27]([C:30](=[O:31])[Cl:32])[cH:28][cH:29]1>>[C:1]([CH3:2])(=[O:3])[N:4]1[C:5]([CH3:22])([CH3:23])[CH2:6][C:7]([CH3:15])([c:16]2[cH:17][cH:18][cH:19][cH:20][cH:21]2)[c:8]2[cH:9][c:10]([NH:14][C:30]([c:27]3[cH:26][cH:25][c:24](-[c:33]4[cH:34][cH:35][cH:36][cH:37][cH:38]4)[cH:29][cH:28]3)=[O:31])[cH:11][cH:12][c:13]21. Starting materials: O=C1NC2=CN=C(C=C2CC1NC(OCC1=CC=CC=C1)=O)C1=CC=CC=C1 (Benzyl 2-oxo-6-phenyl-1,2,3,4-tetrahydro-1,7-naphthyridin-3-ylcarbamate), C([O-])([O-])=O.[Cs+].[Cs+] (cesium carbonate), O (water), C(C1=CC=CC=C1)Br (benzyl bromide). The solvent is CN(C)C=O (DMF). Run at temperature 50 celsius, time 1 hour. Yields the product C(C1=CC=CC=C1)N1C(C(CC2=CC(=NC=C12)C1=CC=CC=C1)NC(OCC1=CC=CC=C1)=O)=O (Benzyl 1-benzyl-2-oxo-6-phenyl-1,2,3,4-tetrahydro-1,7-naphthyridin-3-ylcarbamate). Isolated yield 50.4%. As a reaction SMILES: [O:1]=[C:2]1[CH:11]([NH:12][C:13](=[O:22])[O:14][CH2:15][C:16]2[CH:21]=[CH:20][CH:19]=[CH:18][CH:17]=2)[CH2:10][C:9]2[C:4](=[CH:5][N:6]=[C:7]([C:23]3[CH:28]=[CH:27][CH:26]=[CH:25][CH:24]=3)[CH:8]=2)[NH:3]1.C(=O)([O-])[O-].[Cs+].[Cs+].[CH2:35](Br)[C:36]1[CH:41]=[CH:40][CH:39]=[CH:38][CH:37]=1.O>CN(C=O)C>[CH2:35]([N:3]1[C:4]2[C:9](=[CH:8][C:7]([C:23]3[CH:28]=[CH:27][CH:26]=[CH:25][CH:24]=3)=[N:6][CH:5]=2)[CH2:10][CH:11]([NH:12][C:13](=[O:22])[O:14][CH2:15][C:16]2[CH:21]=[CH:20][CH:19]=[CH:18][CH:17]=2)[C:2]1=[O:1])[C:36]1[CH:41]=[CH:40][CH:39]=[CH:38][CH:37]=1 |f:1.2.3|. Reported procedure: To a solution of 3F (400 mg, 1.07 mmol) in DMF (8 mL) was added cesium carbonate (873 mg, 2.68 mmol), followed by benzyl bromide (0.38 mL, 3.21 mmol). The reaction mixture was stirred at 50° C. for 1 h. After cooling to RT, water (100 mL) was added. The reaction mixture was extracted with EtOAc (3×30 mL). During the extraction, some precipitates formed. The solid was collected by filtration and washed with EtOAc to give the title compound (250 mg). The combined organics were washed with saturate...